describe an organic reaction: reactants, conditions, products, and yield From a dataset of the Open Reaction Database (ORD), a public repository of structured organic reaction records. Starting materials: OC1CCN(CC1)C(=O)N1CC(CC(C1)C1=CC=C(C=C1)C(F)(F)F)C(=O)O (1-[(4-Hydroxypiperidin-1-yl)carbonyl]-5-[4-(trifluoromethyl)phenyl]piperidine-3-carboxylic acid), 47.3, FC1=C(C=C(C=C1)F)C(N)=NO (2,5-Difluoro-N′-hydroxybenzenecarboximidamide). Product: FC1=C(C=C(C=C1)F)C1=NOC(=N1)C1CN(CC(C1)C1=CC=C(C=C1)C(F)(F)F)C(=O)N1CCC(CC1)O ({3-[3-(2,5-Difluorophenyl)-1,2,4-oxadiazol-5-yl]-5-[4-(trifluoromethyl)phenyl]piperidin-1-yl}(4-hydroxypiperidin-1-yl)methanone). RXN SMILES: [OH:1][CH:2]1[CH2:7][CH2:6][N:5]([C:8]([N:10]2[CH2:15][CH:14]([C:16]3[CH:21]=[CH:20][C:19]([C:22]([F:25])([F:24])[F:23])=[CH:18][CH:17]=3)[CH2:13][CH:12]([C:26](O)=[O:27])[CH2:11]2)=[O:9])[CH2:4][CH2:3]1.[F:29][C:30]1[CH:35]=[CH:34][C:33]([F:36])=[CH:32][C:31]=1[C:37](=[N:39]O)[NH2:38]>>[F:29][C:30]1[CH:35]=[CH:34][C:33]([F:36])=[CH:32][C:31]=1[C:37]1[N:39]=[C:26]([CH:12]2[CH2:13][CH:14]([C:16]3[CH:17]=[CH:18][C:19]([C:22]([F:24])([F:25])[F:23])=[CH:20][CH:21]=3)[CH2:15][N:10]([C:8]([N:5]3[CH2:6][CH2:7][CH:2]([OH:1])[CH2:3][CH2:4]3)=[O:9])[CH2:11]2)[O:27][N:38]=1. Procedure: 100 mg (0.250 mmol) of 1-[(4-hydroxypiperidin-1-yl)carbonyl]-5-[4-(trifluoromethyl)phenyl]piperidine-3-carboxylic acid (Example 99A) and 47.3 (0.275 mmol) of 2,5-difluoro-N′-hydroxybenzenecarboximidamide (Example 74A) were reacted according to the General Method 1. Yield: 68.1 mg (51% of theory).